Dataset: the Open Reaction Database (ORD), a public repository of structured organic reaction records. Task: describe an organic reaction: reactants, conditions, products, and yield The reactants are CC=1N=C2N(C(C1C1=CC=C(C#N)C=C1)=O)C=CS2 (4-(7-Methyl-5-oxo-5H-[1,3]thiazolo[3,2-a]pyrimidin-6-yl)benzonitrile), COC=1C(=C(C=O)C=CC1)OCCOC (3-methoxy-2-(2-methoxyethoxy)benzaldehyde), [O-]CC.[Na+] (sodium ethoxide). Product: COC=1C(=C(C=CC1)/C=C/C=1N=C2N(C(C1C1=CC=C(C#N)C=C1)=O)C=CS2)OCCOC (4-{7-[(E)-2-(3-Methoxy-2-(2-methoxyethoxy)phenyl]-1-ethenyl}-5-oxo-5H-[1,3]-thiazolo[3,2-a]pyrimidin-6-yl}benzonitrile). Yield: 40.3%. RXN SMILES: [CH3:1][C:2]1[N:3]=[C:4]2[S:19][CH:18]=[CH:17][N:5]2[C:6](=[O:16])[C:7]=1[C:8]1[CH:15]=[CH:14][C:11]([C:12]#[N:13])=[CH:10][CH:9]=1.[CH3:20][O:21][C:22]1[C:23]([O:30][CH2:31][CH2:32][O:33][CH3:34])=[C:24]([CH:27]=[CH:28][CH:29]=1)[CH:25]=O.[O-]CC.[Na+]>>[CH3:20][O:21][C:22]1[C:23]([O:30][CH2:31][CH2:32][O:33][CH3:34])=[C:24](/[CH:25]=[CH:1]/[C:2]2[N:3]=[C:4]3[S:19][CH:18]=[CH:17][N:5]3[C:6](=[O:16])[C:7]=2[C:8]2[CH:9]=[CH:10][C:11]([C:12]#[N:13])=[CH:14][CH:15]=2)[CH:27]=[CH:28][CH:29]=1 |f:2.3|. Procedure: The title compound was prepared by condensation of Intermediate 4 (350 mg, 1.312 mmol) with 3-methoxy-2-(2-methoxyethoxy)benzaldehyde (385 mg, 1.833 mmol) in presence of sodium ethoxide (178 mg, 2.624 mmol) according to the procedure outlined in Example 9 to afford 243 mg of the desired product as an off-white solid; 1H NMR (300 MHz, DMSO-d6) δ 3.47-3.53 (m, 2H), 3.70 (s, 3H), 3.78 (s, 3H), 3.99-4.05 (m, 2H), 6.79 (d, J=15.6 Hz, 1H), 6.93-7.01 (m, 3H), 7.50-7.58 (m, 3H), 7.92 (d, J=8.1 Hz, 2H), ...